Task: describe an organic reaction: reactants, conditions, products, and yield. Dataset: the Open Reaction Database (ORD), a public repository of structured organic reaction records The reactants are Cc1cc([N+](=O)[O-])cc2ncsc12, Cl, [Na+], [OH-], Cl[Sn]Cl. The product is Cc1cc(N)cc2ncsc12. As a reaction SMILES: [CH3:4][c:5]1[cH:6][c:7]([N+:14]([O-:15])=[O:16])[cH:8][c:9]2[n:10][cH:11][s:12][c:13]12.[ClH:19].[Na+:18].[OH-:17].[Sn:1]([Cl:2])[Cl:3]>>[CH3:4][c:5]1[cH:6][c:7]([NH2:14])[cH:8][c:9]2[n:10][cH:11][s:12][c:13]12. Starting materials: C(C)(C)(C)OC(N(CCF)CCNC(=O)C1=CC2=C(N(C(=N2)NC=2SC3=C(N2)C=CC(=C3)Cl)C)C=C1)=O ((2-{[2-(6-chloro-benzothiazol-2-ylamino)-1-methyl-1H-benzoimidazole-5-carbonyl]-amino}-ethyl)-(2-fluoro-ethyl)-carbamic acid tert-butyl ester). Solvent: Cl (HCl), O1CCOCC1 (dioxane). Product: Cl.Cl.FCCNCCNC(=O)C1=CC2=C(N(C(=N2)NC=2SC3=C(N2)C=CC(=C3)Cl)C)C=C1 (2-(6-Chloro-benzothiazol-2-ylamino)-1-methyl-1H-benzoimidazole-5-carboxylic acid [2-(2-fluoro-ethylamino)-ethyl]-amide dihydrochloride). The yield is 293.1%. Reaction SMILES: C(OC(=O)[N:7]([CH2:11][CH2:12][NH:13][C:14]([C:16]1[CH:36]=[CH:35][C:19]2[N:20]([CH3:34])[C:21]([NH:23][C:24]3[S:25][C:26]4[CH:32]=[C:31]([Cl:33])[CH:30]=[CH:29][C:27]=4[N:28]=3)=[N:22][C:18]=2[CH:17]=1)=[O:15])[CH2:8][CH2:9][F:10])(C)(C)C>Cl.O1CCOCC1>[ClH:33].[ClH:33].[F:10][CH2:9][CH2:8][NH:7][CH2:11][CH2:12][NH:13][C:14]([C:16]1[CH:36]=[CH:35][C:19]2[N:20]([CH3:34])[C:21]([NH:23][C:24]3[S:25][C:26]4[CH:32]=[C:31]([Cl:33])[CH:30]=[CH:29][C:27]=4[N:28]=3)=[N:22][C:18]=2[CH:17]=1)=[O:15] |f:3.4.5|. Procedure details: 2-(6-Chloro-benzothiazol-2-ylamino)-1-methyl-1H-benzoimidazole-5-carboxylic acid [2-(2-fluoro-ethylamino)-ethyl]-amide dihydrochloride (65 mg) was prepared by following General Procedure L starting from (2-{[2-(6-chloro-benzothiazol-2-ylamino)-1-methyl-1H-benzoimidazole-5-carbonyl]-amino}-ethyl)-(2-fluoro-ethyl)-carbamic acid tert-butyl ester (70 mg) in 4M HCl in dioxane (1 mL). LC/MS: m/z 446.6. The reactants are C(C)(C)(C)OC(=O)N1[C@H](C(=O)O)C[C@H](C1)O ((4R)-1-(tert-butyloxycarbonyl)-4-hydroxy-L-proline), C1(=CC=CC=C1)P(C1=CC=CC=C1)C1=CC=CC=C1 (triphenylphosphine), [N+](=O)([O-])C1=CC=C(C(=O)O)C=C1 (p-nitrobenzoic acid), N(=NC(=O)OCC)C(=O)OCC (diethyl azodicarboxylate). The solvent is C1=CC=CC=C1 (benzene). Run at temperature 80 celsius, time 1 hour. Product: C(C)(C)(C)OC([C@H]1N(C[C@H](C1)OC(C1=CC=C(C=C1)[N+](=O)[O-])=O)C(=O)OC(C)(C)C)=O ((4S)-1-(tert-Butyloxycarbonyl)-4-(p-nitrobenzoyloxy)-L-Proline tert-Butyl Ester). The yield is 77.0%. Reaction SMILES: [C:1]([O:5][C:6]([N:8]1[CH2:15][C@H:14]([OH:16])[CH2:13][C@H:9]1[C:10]([OH:12])=[O:11])=[O:7])([CH3:4])([CH3:3])[CH3:2].C1(P([C:30]2[CH:35]=[CH:34]C=CC=2)C2C=CC=CC=2)C=CC=CC=1.[N+:36]([C:39]1[CH:47]=[CH:46][C:42]([C:43]([OH:45])=O)=[CH:41][CH:40]=1)([O-:38])=[O:37].N(C(OCC)=O)=N[C:50](OCC)=O>C1C=CC=CC=1>[C:35]([O:11][C:10](=[O:12])[C@@H:9]1[CH2:13][C@H:14]([O:16][C:43](=[O:45])[C:42]2[CH:41]=[CH:40][C:39]([N+:36]([O-:38])=[O:37])=[CH:47][CH:46]=2)[CH2:15][N:8]1[C:6]([O:5][C:1]([CH3:4])([CH3:2])[CH3:3])=[O:7])([CH3:34])([CH3:30])[CH3:50]. Reported procedure: To a solution of (4R)-1-(tert-butyloxycarbonyl)-4-hydroxy-L-proline (500 mg, 1.74 mmol) in benzene (20 mL) were added triphenylphosphine (548 mg, 2.09 mmol), p-nitrobenzoic acid (349 mg, 2.09 mmol), and diethyl azodicarboxylate (364 mg, 2.09 mmol). The reaction mixture was stirred for 1 hour at 80° C. and then evaporated. Flash silica gel chromatography eluting with 0.5% methanol/dichloromethane gave the desired product in 77% yield (581 mg). 400 MHz 1H NMR (CDCl3): δ1.38-1.47 (3s, 18H); 2.37 (m...